From a dataset of the Open Reaction Database (ORD), a public repository of structured organic reaction records. describe an organic reaction: reactants, conditions, products, and yield The reactants are [SiH](CCCCCCCCCC)(CCCCCCCCCC)CCCCCCCCCC ((n-C10H21)3SiH), [Si](CCCCCCCCCC)(CCCCCCCCCC)(CCCCCCCCCC)C=C ((n-C10H21)3SiCH═CH2), Pt(acetylacetonate)2. Reaction conditions: time 2 day. The product is desired product, [Si](CCCCCCCCCC)(CCCCCCCCCC)(CCCCCCCCCC)CC[Si](CCCCCCCCCC)(CCCCCCCCCC)CCCCCCCCCC ((n-C10H21)3SiCH2CH2Si(n-C10H21)3). Yield: 93.9%. As a reaction SMILES: [SiH:1]([CH2:22][CH2:23][CH2:24][CH2:25][CH2:26][CH2:27][CH2:28][CH2:29][CH2:30][CH3:31])([CH2:12][CH2:13][CH2:14][CH2:15][CH2:16][CH2:17][CH2:18][CH2:19][CH2:20][CH3:21])[CH2:2][CH2:3][CH2:4][CH2:5][CH2:6][CH2:7][CH2:8][CH2:9][CH2:10][CH3:11].[Si:32]([CH:63]=[CH2:64])([CH2:53][CH2:54][CH2:55][CH2:56][CH2:57][CH2:58][CH2:59][CH2:60][CH2:61][CH3:62])([CH2:43][CH2:44][CH2:45][CH2:46][CH2:47][CH2:48][CH2:49][CH2:50][CH2:51][CH3:52])[CH2:33][CH2:34][CH2:35][CH2:36][CH2:37][CH2:38][CH2:39][CH2:40][CH2:41][CH3:42]>>[Si:1]([CH2:64][CH2:63][Si:32]([CH2:43][CH2:44][CH2:45][CH2:46][CH2:47][CH2:48][CH2:49][CH2:50][CH2:51][CH3:52])([CH2:33][CH2:34][CH2:35][CH2:36][CH2:37][CH2:38][CH2:39][CH2:40][CH2:41][CH3:42])[CH2:53][CH2:54][CH2:55][CH2:56][CH2:57][CH2:58][CH2:59][CH2:60][CH2:61][CH3:62])([CH2:12][CH2:13][CH2:14][CH2:15][CH2:16][CH2:17][CH2:18][CH2:19][CH2:20][CH3:21])([CH2:22][CH2:23][CH2:24][CH2:25][CH2:26][CH2:27][CH2:28][CH2:29][CH2:30][CH3:31])[CH2:2][CH2:3][CH2:4][CH2:5][CH2:6][CH2:7][CH2:8][CH2:9][CH2:10][CH3:11]. Procedure: The reaction was carried out in a similar manner as described in Example I. A mixture of (n-C10H21)3SiH (25.0 g, 55.3 mmole), (n-C10H21)3SiCH═CH2 (26.4 g, 55.3 mmole) and Pt(acetylacetonate)2 (22 mg, 5.53×10−2 mmole) was placed in the flask. The reaction mixture was stirred at room temperature for two days and then at ˜40° C. for another two days. The product was purified by column chromatography as described in Example I. After removal of the solvent, a crude product was obtained. The crude pro... The reactants are CC(C)(C)OC(=O)NC(C(=O)N1CCC2C1C(C(=O)O)CN2S(C)(=O)=O)C1CCCCC1, ClCCCl, CC(N)c1ccccc1, CCN(C(C)C)C(C)C, ClCCl, On1nnc2ccccc21. Product: CC(NC(=O)C1CN(S(C)(=O)=O)C2CCN(C(=O)C(NC(=O)OC(C)(C)C)C3CCCCC3)C12)c1ccccc1. Reaction SMILES: [C:1]([CH3:2])([CH3:3])([CH3:4])[O:5][C:6](=[O:7])[NH:8][CH:9]([C:10](=[O:11])[N:12]1[CH2:13][CH2:14][CH:15]2[N:16]([S:23](=[O:24])(=[O:25])[CH3:26])[CH2:17][CH:18]([C:20](=[O:21])[OH:22])[CH:19]12)[CH:27]1[CH2:28][CH2:29][CH2:30][CH2:31][CH2:32]1.[CH2:42]([Cl:43])[CH2:44][Cl:45].[CH3:33][CH:34]([c:35]1[cH:36][cH:37][cH:38][cH:39][cH:40]1)[NH2:41].[CH:56]([N:57]([CH2:58][CH3:59])[CH:60]([CH3:61])[CH3:62])([CH3:63])[CH3:64].[Cl:65][CH2:66][Cl:67].[OH:46][n:47]1[c:48]2[c:49]([cH:50][cH:51][cH:52][cH:53]2)[n:54][n:55]1>>[C:1]([CH3:2])([CH3:3])([CH3:4])[O:5][C:6](=[O:7])[NH:8][CH:9]([C:10](=[O:11])[N:12]1[CH2:13][CH2:14][CH:15]2[N:16]([S:23](=[O:24])(=[O:25])[CH3:26])[CH2:17][CH:18]([C:20](=[O:22])[NH:41][CH:34]([CH3:33])[c:35]3[cH:36][cH:37][cH:38][cH:39][cH:40]3)[CH:19]12)[CH:27]1[CH2:28][CH2:29][CH2:30][CH2:31][CH2:32]1. Starting materials: O(C1=CC=CC=C1)C=1C=C2C=CNC2=CC1 (5-phenoxyindole), CN(C)CN(C)C (bis (dimethylamino)methane), ClCCl (dichloromethane), [OH-].[Na+] (sodium hydroxide). Solvent: C(C)(=O)Cl (acetyl chloride), [Cl-].[Na+].O (brine). Conditions: time 10 minute. Yields the product C(#N)CC1=CNC2=CC=C(C=C12)OC1=CC=CC=C1 (3-cyanomethyl-5-phenoxyindole). As a reaction SMILES: CN(C[N:5]([CH3:7])C)C.[O:8]([C:15]1[CH:16]=[C:17]2[C:21](=[CH:22][CH:23]=1)[NH:20][CH:19]=[CH:18]2)[C:9]1[CH:14]=[CH:13][CH:12]=[CH:11][CH:10]=1.[OH-].[Na+].Cl[CH2:27]Cl>C(Cl)(=O)C.[Cl-].[Na+].O>[C:7]([CH2:27][C:18]1[C:17]2[C:21](=[CH:22][CH:23]=[C:15]([O:8][C:9]3[CH:10]=[CH:11][CH:12]=[CH:13][CH:14]=3)[CH:16]=2)[NH:20][CH:19]=1)#[N:5] |f:2.3,6.7.8|. Reported procedure: To a cooled (ice bath) solution of bis (dimethylamino)methane (0.34 g) in dichloromethane (25 ml), acetyl chloride was added dropwise over 5 minutes. After stirring for 10 minutes, 5-phenoxyindole (0.51 g) was added and stirring continued for a further one hour at room temperature. The mixture was basified with aqueous 2N sodium hydroxide, brine (50 ml) added and the organic phase separated washed with water (2×50 ml), dried (MgSO4) and the solvent removed at reduced pressure. The residue was di... The reactants are NC1=C(C#N)C=C(C=C1)[N+](=O)[O-] (2-amino-5-nitrobenzonitrile), COC1OC(CC1)OC (2,5-dimethoxytetrahydrofuran). The solvent is C(C)(=O)O (acetic acid). Yields the product [N+](=O)([O-])C=1C=CC(=C(C#N)C1)N1C=CC=C1 (5-nitro-2-(1H-pyrrol-1-yl)benzonitrile). Yield: 106.8%. Reaction SMILES: [NH2:1][C:2]1[CH:9]=[CH:8][C:7]([N+:10]([O-:12])=[O:11])=[CH:6][C:3]=1[C:4]#[N:5].CO[CH:15]1[CH2:19][CH2:18][CH:17](OC)O1>C(O)(=O)C>[N+:10]([C:7]1[CH:8]=[CH:9][C:2]([N:1]2[CH:15]=[CH:19][CH:18]=[CH:17]2)=[C:3]([CH:6]=1)[C:4]#[N:5])([O-:12])=[O:11]. Reported procedure: In a manner similar to Example 1, Step A, the reaction of 30.0 g (0.18 mole) of 2-amino-5-nitrobenzonitrile with 28.7 g (0.22 mole) of 2,5-dimethoxytetrahydrofuran in 60 ml of glacial acetic acid produced 41.0 g of 5-nitro-2-(1H-pyrrol-1-yl)benzonitrile. As a reaction SMILES: [O:1]1[C:5]2[CH:6]=[CH:7][CH:8]=[CH:9][C:4]=2[C:3](=[O:10])[CH2:2]1.C([C:13]1[CH:21]=[CH:20][CH:19]=[C:18]2[C:14]=1[CH:15]=[CH:16][NH:17]2)=O.[O-2].[Al+3].[O-2].[O-2].[Al+3].Cl[CH2:28]Cl>>[NH:17]1[C:18]2[C:14](=[CH:13][C:21]([CH:28]=[C:2]3[O:1][C:5]4[CH:6]=[CH:7][CH:8]=[CH:9][C:4]=4[C:3]3=[O:10])=[CH:20][CH:19]=2)[CH:15]=[CH:16]1 |f:2.3.4.5.6|. Conditions: time 2 hour. Procedure: 2H-benzofuran-3-one 1 g and 4-formylindol 1.29 g were dissolved in dichloromethane 25 ml, aluminum oxide (manufactured by Merck Co., cat. No. 1076) 24.0 g was added, and the mixture was stirred for two hours, and aluminum oxide was filtered to obtain a reaction solution. Aluminum oxide was washed with dichloromethane 150 ml twice. The dichloromethane solution and the reaction solution were combined and concentrated at a temperature of 40° C. under reduced pressure. The concentrate was dissolved ... Reactants: O1CC(C2=C1C=CC=C2)=O (2H-benzofuran-3-one), C(=O)C1=C2C=CNC2=CC=C1 (4-formylindol), ClCCl (dichloromethane), [O-2].[Al+3].[O-2].[O-2].[Al+3] (aluminum oxide). The product is N1C=CC2=CC(=CC=C12)C=C1C(C2=C(O1)C=CC=C2)=O (2-[1-(1H-5-indolyl)methylidene]-2,3-dihydrobenzo[b]furan-3-one). Starting materials: CS(C)=O, C[S+](C)(C)=O, [H-], [I-], COC(=O)C=CC(=O)c1cc(Br)c(N)c(Br)c1, [Na+]. Yields the product COC(=O)C1CC1C(=O)c1cc(Br)c(N)c(Br)c1. As a reaction SMILES: [CH3:26][S:27]([CH3:28])=[O:29].[CH3:4][S+:5]([CH3:6])([CH3:7])=[O:8].[H-:1].[I-:3].[NH2:9][c:10]1[c:11]([Br:25])[cH:12][c:13]([C:17]([CH:18]=[CH:19][C:20](=[O:21])[O:22][CH3:23])=[O:24])[cH:14][c:15]1[Br:16].[Na+:2]>>[CH2:4]1[CH:18]([C:17]([c:13]2[cH:12][c:11]([Br:25])[c:10]([NH2:9])[c:15]([Br:16])[cH:14]2)=[O:24])[CH:19]1[C:20](=[O:21])[O:22][CH3:23]. Procedure details: Isopropyl isocyanate (2.05 mL, 20.9 mmol) was added to a stirred suspension of (2-amino-2-methylpropyl)(7-benzyloxy-3-nitroquinolin-4-yl)amine (prepared as described in Part A of Example 45, 6.95 g, 19.0 mmol) in dichloromethane (200 mL) at 0° C. After approximately 30 minutes, the reaction mixture was allowed to warm to room temperature and was stirred overnight. The solvent was removed under reduced pressure to afford 8.49 g of N-(2-{[7-(benzyloxy)-3-nitroquinolin-4-yl]amino}-1,1-dimethylethyl... Starting materials: C(C)(C)N=C=O (Isopropyl isocyanate), NC(CNC1=C(C=NC2=CC(=CC=C12)OCC1=CC=CC=C1)[N+](=O)[O-])(C)C ((2-amino-2-methylpropyl)(7-benzyloxy-3-nitroquinolin-4-yl)amine). Reaction SMILES: [CH:1]([N:4]=[C:5]=[O:6])([CH3:3])[CH3:2].[NH2:7][C:8]([CH3:33])([CH3:32])[CH2:9][NH:10][C:11]1[C:20]2[C:15](=[CH:16][C:17]([O:21][CH2:22][C:23]3[CH:28]=[CH:27][CH:26]=[CH:25][CH:24]=3)=[CH:18][CH:19]=2)[N:14]=[CH:13][C:12]=1[N+:29]([O-:31])=[O:30]>ClCCl>[CH2:22]([O:21][C:17]1[CH:16]=[C:15]2[C:20]([C:11]([NH:10][CH2:9][C:8]([NH:7][C:5]([NH:4][CH:1]([CH3:3])[CH3:2])=[O:6])([CH3:33])[CH3:32])=[C:12]([N+:29]([O-:31])=[O:30])[CH:13]=[N:14]2)=[CH:19][CH:18]=1)[C:23]1[CH:28]=[CH:27][CH:26]=[CH:25][CH:24]=1. The solvent is ClCCl (dichloromethane). Product: C(C1=CC=CC=C1)OC1=CC=C2C(=C(C=NC2=C1)[N+](=O)[O-])NCC(C)(C)NC(=O)NC(C)C (N-(2-{[7-(benzyloxy)-3-nitroquinolin-4-yl]amino}-1,1-dimethylethyl)-N′-isopropylurea). Conditions: time 30 minute. The reactants are C(C)(=O)C1=CC=C(C(=O)O)C=C1 (4-Acetylbenzoic acid), BrBr (bromine). Run in C(C)(=O)O (acetic acid). Run at time 8 hour. Product: BrCC(=O)C1=CC=C(C(=O)O)C=C1 (4-(2-bromoacetyl)benzoic acid). Isolated yield 36.8%. As a reaction SMILES: [C:1]([C:4]1[CH:12]=[CH:11][C:7]([C:8]([OH:10])=[O:9])=[CH:6][CH:5]=1)(=[O:3])[CH3:2].[Br:13]Br>C(O)(=O)C>[Br:13][CH2:2][C:1]([C:4]1[CH:12]=[CH:11][C:7]([C:8]([OH:10])=[O:9])=[CH:6][CH:5]=1)=[O:3]. Procedure details: 4-Acetylbenzoic acid (186 mg, 1.14 mmol) was dissolved in warm acetic acid (5 mL) and treated with bromine (58 mL, 1.14 mmol). The solution was stirred overnight before being cooled on ice. The resulting solid was filtered, washed with 1:1 methanol/water (3×10 mL) and dried in vacuo to provide 4-(2-bromoacetyl)benzoic acid as a white solid (102 mg). 1H NMR (200 MHz, DMSO-d6) δ 8.07 (s, 4H), 4.98 (s, 2H). Reactants: COc1cc2c(Nc3ccc(Br)cc3F)ncnc2cc1O, ClCCl, ClCCl, CO, Cl, CCOC(=O)N=NC(=O)OCC, OCCN1CCOCC1, c1ccc(P(c2ccccc2)c2ccccc2)cc1. Product: COc1cc2c(Nc3ccc(Br)cc3F)ncnc2cc1OCCN1CCOCC1, Cl. As a reaction SMILES: [Br:13][c:14]1[cH:15][c:16]([F:34])[c:17]([NH:18][c:19]2[n:20][cH:21][n:22][c:23]3[cH:24][c:25]([OH:31])[c:26]([O:29][CH3:30])[cH:27][c:28]23)[cH:32][cH:33]1.[CH2:64]([Cl:65])[Cl:66].[CH2:69]([Cl:70])[Cl:71].[CH3:67][OH:68].[ClH:63].[O:1]=[C:2]([O:3][CH2:4][CH3:5])[N:6]=[N:7][C:8]([O:9][CH2:10][CH3:11])=[O:12].[OH:54][CH2:55][CH2:56][N:57]1[CH2:58][CH2:59][O:60][CH2:61][CH2:62]1.[c:35]1([P:36]([c:37]2[cH:38][cH:39][cH:40][cH:41][cH:42]2)[c:43]2[cH:44][cH:45][cH:46][cH:47][cH:48]2)[cH:49][cH:50][cH:51][cH:52][cH:53]1>>[Br:13][c:14]1[cH:15][c:16]([F:34])[c:17]([NH:18][c:19]2[n:20][cH:21][n:22][c:23]3[cH:24][c:25]([O:31][CH2:55][CH2:56][N:57]4[CH2:58][CH2:59][O:60][CH2:61][CH2:62]4)[c:26]([O:29][CH3:30])[cH:27][c:28]23)[cH:32][cH:33]1.[ClH:63].